From a dataset of the Open Reaction Database (ORD), a public repository of structured organic reaction records. describe an organic reaction: reactants, conditions, products, and yield Reactants: CCOC(=O)c1nc(N2CCC(NC(=O)c3nc(C(F)(F)F)c(CC)[nH]3)C(OC)C2)sc1C, CO, [Na+], [OH-]. The product is CCc1[nH]c(C(=O)NC2CCN(c3nc(C(=O)O)c(C)s3)CC2OC)nc1C(F)(F)F. Reaction SMILES: [CH2:1]([CH3:2])[c:3]1[c:4]([C:30]([F:31])([F:32])[F:33])[n:5][c:6]([C:8](=[O:9])[NH:10][CH:11]2[CH:12]([O:28][CH3:29])[CH2:13][N:14]([c:17]3[s:18][c:19]([CH3:27])[c:20]([C:22](=[O:23])[O:24][CH2:25][CH3:26])[n:21]3)[CH2:15][CH2:16]2)[nH:7]1.[CH3:36][OH:37].[Na+:35].[OH-:34]>>[CH2:1]([CH3:2])[c:3]1[c:4]([C:30]([F:31])([F:32])[F:33])[n:5][c:6]([C:8](=[O:9])[NH:10][CH:11]2[CH:12]([O:28][CH3:29])[CH2:13][N:14]([c:17]3[s:18][c:19]([CH3:27])[c:20]([C:22](=[O:23])[OH:24])[n:21]3)[CH2:15][CH2:16]2)[nH:7]1. Reactants: FC=1C=CC=C2CC(OC(C12)=O)=O (8-fluoro-isochroman-1,3-dione), C(C)(OCC)(OCC)OCC (triethyl orthoacetate). Reaction conditions: time 10 minute. Yields the product C(C)O\C(\C)=C/1\C(OC(C2=C(C=CC=C12)F)=O)=O (4-[1-Ethoxy-eth-(E)-ylidene]-8-fluoro-isochroman-1,3-dione). The yield is 46.5%. Reaction SMILES: [F:1][C:2]1[CH:3]=[CH:4][CH:5]=[C:6]2[C:11]=1[C:10](=[O:12])[O:9][C:8](=[O:13])[CH2:7]2.[C:14](OCC)(OCC)([O:16][CH2:17][CH3:18])[CH3:15]>>[CH2:14]([O:16]/[C:17](=[C:7]1/[C:8](=[O:13])[O:9][C:10](=[O:12])[C:11]2[C:6]/1=[CH:5][CH:4]=[CH:3][C:2]=2[F:1])/[CH3:18])[CH3:15]. Procedure: A suspension of 8-fluoro-isochroman-1,3-dione (7.125 g, 39.55 mmol) and triethyl orthoacetate (50.0 mL, 273 mmol) was heated to a gentle reflux during 5 min and reflux continued for 10 min. It was allowed to cool to r.t. with formation of crystalline product. It was cooled further on dry ice-EtOH bath, filtered, washed with cold ethanol (3×15 ml) and dried in vacuo (50° C., 30 min) to give 4.600 g of the title compound as a pink solid. The supernatant was evaporated and the purple oil residue wa... Reactants: S(=O)(=O)(C1=CC=C(C)C=C1)N1C=CC2=C1N=CC=1N2C(=NC1)C12CCC(CC1)(CC2)NC(OC(C)(C)C)=O (tert-butyl 4-(6-tosyl-6H-imidazo[1,5-a]pyrrolo[2,3-e]pyrazin-1-yl)bicyclo[2.2.2]octan-1-ylcarbamate), C1(CC1)S(=O)(=O)Cl (cyclopropanesulfonyl chloride), Cl (HCl), TEA. The solvent is CN(C)C=O (DMF). Run at time 2 hour. Yields the product S(=O)(=O)(C1=CC=C(C)C=C1)N1C=CC2=C1N=CC=1N2C(=NC1)C12CCC(CC1)(CC2)NS(=O)(=O)C2CC2 (N-(4-(6-tosyl-6H-imidazo[1,5-a]pyrrolo[2,3-e]pyrazin-1-yl)bicyclo[2.2.2]octan-1-yl)cyclopropanesulfonamide). Isolated yield 14.2%. As a reaction SMILES: [S:1]([N:11]1[C:15]2[N:16]=[CH:17][C:18]3[N:19]([C:20]([C:23]45[CH2:30][CH2:29][C:26]([NH:31]C(=O)OC(C)(C)C)([CH2:27][CH2:28]4)[CH2:25][CH2:24]5)=[N:21][CH:22]=3)[C:14]=2[CH:13]=[CH:12]1)([C:4]1[CH:10]=[CH:9][C:7]([CH3:8])=[CH:6][CH:5]=1)(=[O:3])=[O:2].Cl.[CH:40]1([S:43](Cl)(=[O:45])=[O:44])[CH2:42][CH2:41]1>CN(C=O)C>[S:1]([N:11]1[C:15]2[N:16]=[CH:17][C:18]3[N:19]([C:20]([C:23]45[CH2:28][CH2:27][C:26]([NH:31][S:43]([CH:40]6[CH2:42][CH2:41]6)(=[O:45])=[O:44])([CH2:29][CH2:30]4)[CH2:25][CH2:24]5)=[N:21][CH:22]=3)[C:14]=2[CH:13]=[CH:12]1)([C:4]1[CH:5]=[CH:6][C:7]([CH3:8])=[CH:9][CH:10]=1)(=[O:3])=[O:2]. Procedure: To a flask containing tert-butyl 4-(6-tosyl-6H-imidazo[1,5-a]pyrrolo[2,3-e]pyrazin-1-yl)bicyclo[2.2.2]octan-1-ylcarbamate (0.175 g, 0.327 mmol) was added a solution of HCl (4 N in 1,4-dioxane, 5 mL). After about 2 h at ambient temperature, the reaction mixture was concentrated under reduced pressure. The crude amine hydrochloride was dissolved in DCM (10 mL) and TEA (0.36 mL, 2.6 mmol) was added to the reaction mixture followed by cyclopropanesulfonyl chloride (0.18 g, 1.3 mmol). After about 2 h... Reactants: lithium anion, C(=O)=O (carbon dioxide), ClC=1N=C(C2=C(N1)SC=C2)N2CCOCC2 (2-Chloro-4-morpholinothieno[2,3-d]pyrimidine), solution, [Li]CCCC (nBuLi), C(=O)=O (dry ice). The solvent is C1CCOC1 (THF), hexanes. Conditions: temperature -78 celsius, time 30 minute. Product: ClC=1N=C(C2=C(N1)SC(=C2)C(=O)O)N2CCOCC2 (2-chloro-4-morpholinothieno[2,3-d]pyrimidine-6-carboxylic acid). Reaction SMILES: [Cl:1][C:2]1[N:3]=[C:4]([N:11]2[CH2:16][CH2:15][O:14][CH2:13][CH2:12]2)[C:5]2[CH:10]=[CH:9][S:8][C:6]=2[N:7]=1.[Li]CCCC.[C:22](=[O:24])=[O:23]>C1COCC1>[Cl:1][C:2]1[N:3]=[C:4]([N:11]2[CH2:16][CH2:15][O:14][CH2:13][CH2:12]2)[C:5]2[CH:10]=[C:9]([C:22]([OH:24])=[O:23])[S:8][C:6]=2[N:7]=1. Procedure: 2-Chloro-4-morpholinothieno[2,3-d]pyrimidine (500 mg) was cooled to −78° C. in 50 mL of THF before adding 1.3 eq of a 2.5M solution of nBuLi in hexanes. The reaction was stirred at −78° C. for 30 minutes before warming to −40° C. for several minutes to allow for complete formation of the lithium anion. The reaction was then re-cooled to −78° C. and carbon dioxide gas evolved from dry ice was bubbled in via cannula to the reaction solution for 1 hour. The reaction was then slowly warmed to 0° C. ... Starting materials: [BH4-], CCOC(=O)C1=C(C=O)NC(C)=C(C(=O)OCc2ccccc2)C1c1ccccc1[N+](=O)[O-], CCO, Cl, [Na+], O. RXN SMILES: [BH4-:34].[CH3:1][C:2]1=[C:7]([C:8](=[O:9])[O:10][CH2:11][c:12]2[cH:13][cH:14][cH:15][cH:16][cH:17]2)[CH:6]([c:18]2[c:19]([N+:24](=[O:25])[O-:26])[cH:20][cH:21][cH:22][cH:23]2)[C:5]([C:27](=[O:28])[O:29][CH2:30][CH3:31])=[C:4]([CH:32]=[O:33])[NH:3]1.[CH3:38][CH2:39][OH:40].[ClH:37].[Na+:35].[OH2:36]>>[CH3:1][C:2]1=[C:7]([C:8](=[O:9])[O:10][CH2:11][c:12]2[cH:13][cH:14][cH:15][cH:16][cH:17]2)[CH:6]([c:18]2[c:19]([N+:24](=[O:25])[O-:26])[cH:20][cH:21][cH:22][cH:23]2)[C:5]([C:27](=[O:28])[O:29][CH2:30][CH3:31])=[C:4]([CH2:32][OH:33])[NH:3]1. The product is CCOC(=O)C1=C(CO)NC(C)=C(C(=O)OCc2ccccc2)C1c1ccccc1[N+](=O)[O-]. Starting materials: [H-] (hydride), CC1(C=2C=CC(=CC2C(CC1)(C)C)OC=1C=C2C=CC=C(C2=CC1)C(=O)OC)C (methyl 6-(5,6,7,8-tetra-hydro-5,5,8,8-tetramethyl-2-naphthyloxy)naphthoate), O.S(=O)(=O)([O-])[O-].[Na+].[Na+] (Sodium sulfate hydrate), [H-].[Al+3].[Li+].[H-].[H-].[H-] (lithium aluminum hydride). The solvent is C1CCOC1 (THF). Reaction conditions: time 2 hour. The product is CC1(C=2C=CC(=CC2C(CC1)(C)C)OC=1C=C2C=CC=C(C2=CC1)CO)C (6-(5,6,7,8-tetrahydro-5,5,8,8-tetramethyl-2-naphthyloxy)naphthalenemethanol). As a reaction SMILES: [CH3:1][C:2]1([CH3:29])[CH2:11][CH2:10][C:9]([CH3:13])([CH3:12])[C:8]2[CH:7]=[C:6]([O:14][C:15]3[CH:16]=[C:17]4[C:22](=[CH:23][CH:24]=3)[C:21]([C:25](OC)=[O:26])=[CH:20][CH:19]=[CH:18]4)[CH:5]=[CH:4][C:3]1=2.[H-].[Al+3].[Li+].[H-].[H-].[H-].O.S([O-])([O-])(=O)=O.[Na+].[Na+].[H-]>C1COCC1>[CH3:1][C:2]1([CH3:29])[CH2:11][CH2:10][C:9]([CH3:12])([CH3:13])[C:8]2[CH:7]=[C:6]([O:14][C:15]3[CH:16]=[C:17]4[C:22](=[CH:23][CH:24]=3)[C:21]([CH2:25][OH:26])=[CH:20][CH:19]=[CH:18]4)[CH:5]=[CH:4][C:3]1=2 |f:1.2.3.4.5.6,7.8.9.10|. Reported procedure: 2 g (5.1 mmol) of methyl 6-(5,6,7,8-tetra-hydro-5,5,8,8-tetramethyl-2-naphthyloxy)naphthoate (prepared in Example 1(a)) and 60 ml of THF were introduced into a three-necked flask. 300 mg (7.7 mmol) of lithium aluminum hydride were introduced under a stream of nitrogen, and the mixture was stirred at room temperature for two hours. Sodium sulfate hydrate was added, and the mixture was stirred until the excess hydride had hydrolysed. The salt was filtered off and the filtrate was evaporated. 1.91 ... The reactants are CN(CCOC1=C(C=C(C=C1)N)C=1N(N=CC1)C)C (4-(2-Dimethylamino-ethoxy)-3-(2-methyl-2H-pyrazol-3-yl)-phenylamine), FC1=CC=C(C=C1)N=C=O (4-fluorophenyl isocyanate). Product: CN(CCOC1=C(C=C(C=C1)NC(=O)NC1=CC=C(C=C1)F)C=1N(N=CC1)C)C (1-[4-(2-Dimethylamino-ethoxy)-3-(2-methyl-2H-pyrazol-3-yl)-phenyl]-3-(4-fluoro-phenyl)-urea). Yield: 66.4%. Reaction SMILES: [CH3:1][N:2]([CH3:19])[CH2:3][CH2:4][O:5][C:6]1[CH:11]=[CH:10][C:9]([NH2:12])=[CH:8][C:7]=1[C:13]1[N:14]([CH3:18])[N:15]=[CH:16][CH:17]=1.[F:20][C:21]1[CH:26]=[CH:25][C:24]([N:27]=[C:28]=[O:29])=[CH:23][CH:22]=1>>[CH3:1][N:2]([CH3:19])[CH2:3][CH2:4][O:5][C:6]1[CH:11]=[CH:10][C:9]([NH:12][C:28]([NH:27][C:24]2[CH:25]=[CH:26][C:21]([F:20])=[CH:22][CH:23]=2)=[O:29])=[CH:8][C:7]=1[C:13]1[N:14]([CH3:18])[N:15]=[CH:16][CH:17]=1. Reported procedure: 4-(2-Dimethylamino-ethoxy)-3-(2-methyl-2H-pyrazol-3-yl)-phenylamine (26.0 mg, 0.1 mmol) was treated with 4-fluorophenyl isocyanate (11.8 μL, 0.105 mmol) in a similar manner as described in Example 1.2 to afford Compound 142 as a white solid in 66.4% yield. LCMS m/z (%)=398 (M+H, 100). 1H NMR (400 MHz, acetone-d6) δ: 8.33 (s, 1H), 8.25 (s, 1H), 7.61-7.56 (m, 3H), 8.49 (s, 1H), 7.42 (s, 1H), 7.11-7.04 (m, 3H), 6.24 (s, 1H), 4.11 (t, J=5.85 Hz, 2H), 3.77 (s, 3H), 2.62 (t, J=5.85 Hz, 2H), 2.20 (s, 6... Starting materials: CN(C)c1ccncc1, COc1cc2nccc(Cl)c2cc1OC, Clc1ccccc1Cl, Cc1cc(O)c2cc(F)ccc2n1, O. The product is COc1cc2nccc(Oc3cc(C)nc4ccc(F)cc34)c2cc1OC. Reaction SMILES: [CH3:30][N:31]([CH3:32])[c:33]1[cH:34][cH:35][n:36][cH:37][cH:38]1.[Cl:14][c:15]1[cH:16][cH:17][n:18][c:19]2[cH:20][c:21]([O:27][CH3:28])[c:22]([O:25][CH3:26])[cH:23][c:24]12.[Cl:39][c:40]1[cH:41][cH:42][cH:43][cH:44][c:45]1[Cl:46].[F:1][c:2]1[cH:3][c:4]2[c:5]([OH:13])[cH:6][c:7]([CH3:12])[n:8][c:9]2[cH:10][cH:11]1.[OH2:29]>>[F:1][c:2]1[cH:3][c:4]2[c:5]([O:13][c:15]3[cH:16][cH:17][n:18][c:19]4[cH:20][c:21]([O:27][CH3:28])[c:22]([O:25][CH3:26])[cH:23][c:24]34)[cH:6][c:7]([CH3:12])[n:8][c:9]2[cH:10][cH:11]1.